From a dataset of the Open Reaction Database (ORD), a public repository of structured organic reaction records. describe an organic reaction: reactants, conditions, products, and yield The reactants are O=C1CCCC(=O)C1, C1COCCN1, c1ccccc1. Product: O=C1C=C(N2CCOCC2)CCC1. As a reaction SMILES: [C:1]1(=[O:8])[CH2:2][C:3](=[O:7])[CH2:4][CH2:5][CH2:6]1.[CH2:9]1[CH2:10][O:11][CH2:12][CH2:13][NH:14]1.[cH:15]1[cH:16][cH:17][cH:18][cH:19][cH:20]1>>[C:1]1([N:14]2[CH2:9][CH2:10][O:11][CH2:12][CH2:13]2)=[CH:2][C:3](=[O:7])[CH2:4][CH2:5][CH2:6]1. Reactants: C1CCOC1, CC(=O)O, CNc1nc(Cl)nc2c1CCC2c1ccc(F)cc1, COc1cc(N)ccc1-n1cnc(Cl)c1. Yields the product CNc1nc(Nc2ccc(-n3cnc(Cl)c3)c(OC)c2)nc2c1CCC2c1ccc(F)cc1. RXN SMILES: [CH2:35]1[O:36][CH2:37][CH2:38][CH2:39]1.[CH3:40][C:41](=[O:42])[OH:43].[Cl:1][c:2]1[n:3][c:4]([NH:18][CH3:19])[c:5]2[c:6]([n:7]1)[CH:8]([c:11]1[cH:12][cH:13][c:14]([F:17])[cH:15][cH:16]1)[CH2:9][CH2:10]2.[Cl:20][c:21]1[n:22][cH:23][n:24](-[c:26]2[c:27]([O:33][CH3:34])[cH:28][c:29]([NH2:30])[cH:31][cH:32]2)[cH:25]1>>[c:2]1([NH:30][c:29]2[cH:28][c:27]([O:33][CH3:34])[c:26](-[n:24]3[cH:23][n:22][c:21]([Cl:20])[cH:25]3)[cH:32][cH:31]2)[n:3][c:4]([NH:18][CH3:19])[c:5]2[c:6]([n:7]1)[CH:8]([c:11]1[cH:12][cH:13][c:14]([F:17])[cH:15][cH:16]1)[CH2:9][CH2:10]2. Reactants: title compound ( 26F ), CC=1C=C(C=O)C=CC1OC (3-methyl-p-anisaldehyde), C(C)[Mg]Br (ethylmagnesium bromide). The product is CCC(C=1C=CC=CC1)O (phenylpropanol). RXN SMILES: C[C:2]1[CH:3]=[C:4]([CH:7]=[CH:8][C:9]=1OC)[CH:5]=[O:6].[CH2:12]([Mg]Br)[CH3:13]>>[CH3:12][CH2:13][CH:5]([OH:6])[C:4]1[CH:7]=[CH:8][CH:9]=[CH:2][CH:3]=1. Procedure: The synthesis of the title compound (26F) was accomplished in a four-step, three-pot reaction sequence. Commercially available 3-methyl-p-anisaldehyde was reacted with ethylmagnesium bromide to provide its phenylpropanol derivative. This alcohol was then oxidized to the corresponding ketone in the usual manner with PCC. This ketone was subsequently reacted with (R)-naphthyl-1-ethylamine in the presence of Ti(i-PrO)4 to provide the imine. This imine was reduced in high diastereoselective yield by... The reactants are C[Si](C)(C)[N-][Si](C)(C)C, CC(C)(C)OC(=O)N1CCC(Nc2cncc(Cl)n2)CC1, CCI, [Na+], C1CCOC1. The product is CCN(c1cncc(Cl)n1)C1CCN(C(=O)OC(C)(C)C)CC1. As a reaction SMILES: [CH3:26][Si:27]([N-:28][Si:29]([CH3:30])([CH3:31])[CH3:32])([CH3:33])[CH3:34].[Cl:1][c:2]1[cH:3][n:4][cH:5][c:6]([NH:8][CH:9]2[CH2:10][CH2:11][N:12]([C:15](=[O:16])[O:17][C:18]([CH3:19])([CH3:20])[CH3:21])[CH2:13][CH2:14]2)[n:7]1.[I:22][CH2:23][CH3:24].[Na+:25].[O:35]1[CH2:36][CH2:37][CH2:38][CH2:39]1>>[Cl:1][c:2]1[cH:3][n:4][cH:5][c:6]([N:8]([CH:9]2[CH2:10][CH2:11][N:12]([C:15](=[O:16])[O:17][C:18]([CH3:19])([CH3:20])[CH3:21])[CH2:13][CH2:14]2)[CH2:23][CH3:24])[n:7]1. Starting materials: CN(C)C=O, ClCc1csc(-c2cccnc2)n1, [H-], [Na+], O, CCOC(=O)CCc1cn(Cc2ccc(O)cc2)cc1-c1ccccc1. Product: CCOC(=O)CCc1cn(Cc2ccc(OCc3csc(-c4cccnc4)n3)cc2)cc1-c1ccccc1. RXN SMILES: [CH3:43][N:44]([CH3:45])[CH:46]=[O:47].[Cl:29][CH2:30][c:31]1[n:32][c:33](-[c:36]2[cH:37][n:38][cH:39][cH:40][cH:41]2)[s:34][cH:35]1.[H-:1].[Na+:2].[OH2:42].[OH:3][c:4]1[cH:5][cH:6][c:7]([CH2:8][n:9]2[cH:10][c:11]([CH2:20][CH2:21][C:22](=[O:23])[O:24][CH2:25][CH3:26])[c:12](-[c:14]3[cH:15][cH:16][cH:17][cH:18][cH:19]3)[cH:13]2)[cH:27][cH:28]1>>[O:3]([c:4]1[cH:5][cH:6][c:7]([CH2:8][n:9]2[cH:10][c:11]([CH2:20][CH2:21][C:22](=[O:23])[O:24][CH2:25][CH3:26])[c:12](-[c:14]3[cH:15][cH:16][cH:17][cH:18][cH:19]3)[cH:13]2)[cH:27][cH:28]1)[CH2:30][c:31]1[n:32][c:33](-[c:36]2[cH:37][n:38][cH:39][cH:40][cH:41]2)[s:34][cH:35]1. Starting materials: CCOC(OCC)c1cccc(C=O)c1, ClCCl, Nc1cccc2c1COC2=O, [Na+], [Na+], O=S(=O)([O-])[O-]. Product: CCOC(OCC)c1cccc(C=Nc2cccc3c2COC3=O)c1. RXN SMILES: [CH2:1]([CH3:2])[O:3][CH:4]([c:5]1[cH:6][c:7]([CH:8]=[O:9])[cH:10][cH:11][cH:12]1)[O:13][CH2:14][CH3:15].[Cl:34][CH2:35][Cl:36].[NH2:23][c:24]1[c:25]2[c:29]([cH:30][cH:31][cH:32]1)[C:28](=[O:33])[O:27][CH2:26]2.[Na+:16].[Na+:17].[O-:18][S:19](=[O:20])(=[O:21])[O-:22]>>[CH2:1]([CH3:2])[O:3][CH:4]([c:5]1[cH:6][c:7]([CH:8]=[N:23][c:24]2[c:25]3[c:29]([cH:30][cH:31][cH:32]2)[C:28](=[O:33])[O:27][CH2:26]3)[cH:10][cH:11][cH:12]1)[O:13][CH2:14][CH3:15]. Reactants: C1CCC2=NCCCN2CC1, CCOC(=O)C=CCC(C)CC, CC#N, C[N+](=O)[O-]. Yields the product CCOC(=O)CC(CC(C)CC)C[N+](=O)[O-]. Reaction SMILES: [CH2:13]1[CH2:14][CH2:15][C:16]2=[N:21][CH2:20][CH2:19][CH2:18][N:17]2[CH2:22][CH2:23]1.[CH3:1][CH:2]([CH2:3][CH:4]=[CH:5][C:6](=[O:7])[O:8][CH2:9][CH3:10])[CH2:11][CH3:12].[CH3:28][C:29]#[N:30].[N+:24](=[O:25])([O-:26])[CH3:27]>>[CH3:1][CH:2]([CH2:3][CH:4]([CH2:5][C:6](=[O:7])[O:8][CH2:9][CH3:10])[CH2:27][N+:24](=[O:25])[O-:26])[CH2:11][CH3:12]. Conditions: time 1 hour. RXN SMILES: [Cl:1][C:2]1[CH:3]=[C:4]([CH:16]=[CH:17][CH:18]=1)[C:5]([C:7]1[C:12]([C:13]([OH:15])=[O:14])=[CH:11][CH:10]=[CH:9][N:8]=1)=[O:6].[N+](=[CH2:21])=[N-]>CO.C(Cl)Cl>[Cl:1][C:2]1[CH:3]=[C:4]([CH:16]=[CH:17][CH:18]=1)[C:5]([C:7]1[C:12]([C:13]([O:15][CH3:21])=[O:14])=[CH:11][CH:10]=[CH:9][N:8]=1)=[O:6]. Procedure details: 2-(3-Chlorobenzoyl)-3-carboxypyridine was dissolved in a solution of 10% methanol and methylene chloride. Diazomethane was added and the solution was stirred for 1 hour at room temperature. The solution was extracted with methylene chloride followed by methylene chloride +1% methanol The desired product was combined from recrystallization (ethyl ether/hexane) and from the filtrate to yield 1.23 g of 2-(3-chlorobenzoyl)-3-methoxycarbonyl-pyridine. Starting materials: ClC=1C=C(C(=O)C2=NC=CC=C2C(=O)O)C=CC1 (2-(3-Chlorobenzoyl)-3-carboxypyridine), [N+](=[N-])=C (Diazomethane). Product: ClC=1C=C(C(=O)C2=NC=CC=C2C(=O)OC)C=CC1 (2-(3-chlorobenzoyl)-3-methoxycarbonyl-pyridine). Run in CO (methanol), C(Cl)Cl (methylene chloride). The yield is 78.0%. Conditions: time 1.5 hour. Reactants: intermediate 158.3, Cl (HCl), C1CCC2=NCCCN2CC1 (DBU), C1CCOC1 (THF), Cl (HCl), C(=O)(O)[O-].[Na+] (NaHCO3), [Na+].[Cl-] (NaCl). The solvent is CO (MeOH), C(C)#N (acetonitrile). Yields the product C12CC(CC(CC1)O2)C=O (8-Oxa-bicyclo[3.2.1]octane-3-carbaldehyde). Reported procedure: To a stirred solution of intermediate 158.3 (1.71 g, 11.09 mol) in acetonitrile (13.5 ml) was added 2M HCl (11.09 ml, 22.18 mmol). Stirring was continued for 1.5 h at RT and then carefully basified with 1M NaHCO3. The mixture was extracted with diethyl ether (4×). The organic phases were dried over Na2SO4, filtered and evaporated to dryness to get the crude aldehyde (the NMR showed a mixture of equatorial and axial configuration) witch was dissolved in THF (19 ml) and MeOH (19 ml). To the stirre... RXN SMILES: Cl.[C:2]([O-:5])(O)=O.[Na+].[CH2:7]1[CH2:17]CN2C(=NCCC2)C[CH2:8]1.[Na+].[Cl-].[CH2:20]1[CH2:24][O:23][CH2:22][CH2:21]1>C(#N)C.CO>[CH:24]12[O:23][CH:22]([CH2:21][CH2:20]1)[CH2:17][CH:7]([CH:2]=[O:5])[CH2:8]2 |f:1.2,4.5|.